This data is from the Open Reaction Database (ORD), a public repository of structured organic reaction records. The task is: describe an organic reaction: reactants, conditions, products, and yield RXN SMILES: [Br:1][c:2]1[cH:3][c:4](-[c:20]2[o:21][c:22]([CH2:25][Cl:26])[n:23][n:24]2)[c:5]2[cH:6][n:7][n:8]([S:11](=[O:12])(=[O:13])[c:14]3[cH:15][cH:16][cH:17][cH:18][cH:19]3)[c:9]2[cH:10]1.[CH3:27][CH:28]1[O:29][CH:30]([CH3:34])[CH2:31][NH:32][CH2:33]1.[Cl:35][CH2:36][Cl:37]>>[Br:1][c:2]1[cH:3][c:4](-[c:20]2[o:21][c:22]([CH2:25][N:32]3[CH2:31][CH:30]([CH3:34])[O:29][CH:28]([CH3:27])[CH2:33]3)[n:23][n:24]2)[c:5]2[cH:6][n:7][n:8]([S:11](=[O:12])(=[O:13])[c:14]3[cH:15][cH:16][cH:17][cH:18][cH:19]3)[c:9]2[cH:10]1. Yields the product CC1CN(Cc2nnc(-c3cc(Br)cc4c3cnn4S(=O)(=O)c3ccccc3)o2)CC(C)O1. Reactants: O=S(=O)(c1ccccc1)n1ncc2c(-c3nnc(CCl)o3)cc(Br)cc21, CC1CNCC(C)O1, ClCCl. Starting materials: ClC1=CC=C(C=C1)CC[N+](=O)[O-] (1-chloro-4-(2-nitroethyl)benzene), COC(CCCC=O)OC (5,5-dimethoxypentanal). Solvent: CCOC(=O)C.CCCCCC (EtOAc Hexane). Product: ClC1=CC=C(C=C1)C\C(=C/CCCC=O)\[N+](=O)[O-] ((E)-7-(4-chlorophenyl)-6-nitrohept-5-enal). Isolated yield 45.1%. As a reaction SMILES: [Cl:1][C:2]1[CH:7]=[CH:6][C:5]([CH2:8][CH2:9][N+:10]([O-:12])=[O:11])=[CH:4][CH:3]=1.C[O:14][CH:15](OC)[CH2:16][CH2:17][CH2:18][CH:19]=O>CCOC(C)=O.CCCCCC>[Cl:1][C:2]1[CH:3]=[CH:4][C:5]([CH2:8]/[C:9](/[N+:10]([O-:12])=[O:11])=[CH:19]\[CH2:18][CH2:17][CH2:16][CH:15]=[O:14])=[CH:6][CH:7]=1 |f:2.3|. Procedure: Prepared according to the general procedure B from 1-chloro-4-(2-nitroethyl)benzene 112g (24 mmol) and 5,5-dimethoxypentanal 131 (16 mmol) to provide the title compound as yellow oil (1.93 g, 45% yield) after silica gel chromatography (EtOAc/Hexane). The reactants are C(C)C(C=O)CCCC (2-ethylhexanal), OCC(CO)(CO)[N+](=O)[O-] (2-(hydroxymethyl)-2-nitro-1,3-propanediol). The product is NC1(COC(OC1)C(CC)CCCC)CO (5-Amino-5-hydroxymethyl-2-(3-heptyl)-1,3-dioxane). Isolated yield 95.1%. RXN SMILES: [CH2:1]([CH:3]([CH2:6][CH2:7][CH2:8][CH3:9])[CH:4]=[O:5])[CH3:2].[OH:10][CH2:11][C:12]([N+:17]([O-])=O)([CH2:15]O)[CH2:13][OH:14]>>[NH2:17][C:12]1([CH2:13][OH:14])[CH2:11][O:10][CH:4]([CH:3]([CH2:6][CH2:7][CH2:8][CH3:9])[CH2:1][CH3:2])[O:5][CH2:15]1. Reported procedure: Procedure of Example 2 was repeated with 6.41 g of 2-ethylhexanal and 7.56 g of 2-(hydroxymethyl)-2-nitro-1,3-propanediol to give 11 g of 5-nitro-5-hydroxymethyl-1,3-dioxane derivative, which was reduced and distilled at 175°-178° C. to give 8.7 g of the product.